Dataset: the Open Reaction Database (ORD), a public repository of structured organic reaction records. Task: describe an organic reaction: reactants, conditions, products, and yield Reactants: O=C1C=C(O)CC(CCc2ccc(O)cc2)(C2CCCC2)O1, Cc1ccc(S(=O)(=O)Sc2cc(C)c(N)cc2C(C)(C)C)cc1, CC(C)C1(CCc2cc(Cl)c(N)c(Cl)c2)CC(O)=CC(=O)O1. The product is Cc1cc(SC2=C(O)CC(CCc3cc(Cl)c(N)c(Cl)c3)(C(C)C)OC2=O)c(C(C)(C)C)cc1N. RXN SMILES: [CH:46]1([C:47]2([CH2:48][CH2:49][c:50]3[cH:51][cH:52][c:53]([OH:54])[cH:55][cH:56]3)[O:57][C:58](=[O:59])[CH:60]=[C:61]([OH:62])[CH2:63]2)[CH2:64][CH2:65][CH2:66][CH2:67]1.[NH2:1][c:2]1[cH:3][c:4]([C:20]([CH3:21])([CH3:22])[CH3:23])[c:5]([S:9][S:10]([c:11]2[cH:12][cH:13][c:14]([CH3:15])[cH:16][cH:17]2)(=[O:18])=[O:19])[cH:6][c:7]1[CH3:8].[NH2:24][c:25]1[c:26]([Cl:45])[cH:27][c:28]([CH2:32][CH2:33][C:34]2([CH:42]([CH3:43])[CH3:44])[CH2:35][C:36]([OH:41])=[CH:37][C:38](=[O:40])[O:39]2)[cH:29][c:30]1[Cl:31]>>[NH2:1][c:2]1[cH:3][c:4]([C:20]([CH3:21])([CH3:22])[CH3:23])[c:5]([S:9][C:37]2=[C:36]([OH:41])[CH2:35][C:34]([CH2:33][CH2:32][c:28]3[cH:27][c:26]([Cl:45])[c:25]([NH2:24])[c:30]([Cl:31])[cH:29]3)([CH:42]([CH3:43])[CH3:44])[O:39][C:38]2=[O:40])[cH:6][c:7]1[CH3:8]. The reactants are Cc1ccccc1, O=C(Cl)Cl, Cl, Nc1c(F)cc(Cl)c2nc(Cl)sc12. The product is O=C=Nc1c(F)cc(Cl)c2nc(Cl)sc12. As a reaction SMILES: [CH3:19][c:20]1[cH:21][cH:22][cH:23][cH:24][cH:25]1.[Cl:1][C:2]([Cl:3])=[O:4].[ClH:5].[NH2:6][c:7]1[c:8]([F:18])[cH:9][c:10]([Cl:17])[c:11]2[n:12][c:13]([Cl:16])[s:14][c:15]12>>[C:2](=[O:4])=[N:6][c:7]1[c:8]([F:18])[cH:9][c:10]([Cl:17])[c:11]2[n:12][c:13]([Cl:16])[s:14][c:15]12. Starting materials: COC(=O)CC(NC(=O)CCc1ccccc1)C(=O)O, CC(=O)OC(C)=O, c1ccncc1. Product: COC(=O)CC(NC(=O)CCc1ccccc1)C(C)=O. RXN SMILES: [CH3:1][O:2][C:3]([CH2:4][CH:5]([C:6](=[O:7])[OH:8])[NH:9][C:10]([CH2:11][CH2:12][c:13]1[cH:14][cH:15][cH:16][cH:17][cH:18]1)=[O:19])=[O:20].[CH3:21][C:22]([O:23][C:24](=[O:25])[CH3:26])=[O:27].[cH:28]1[cH:29][cH:30][n:31][cH:32][cH:33]1>>[CH3:1][O:2][C:3]([CH2:4][CH:5]([C:6](=[O:8])[CH3:21])[NH:9][C:10]([CH2:11][CH2:12][c:13]1[cH:14][cH:15][cH:16][cH:17][cH:18]1)=[O:19])=[O:20]. The reactants are CC(C(=O)OCN1C(N(C(C=2NC=NC12)=O)COC(C(C)(C)C)=O)=O)(C)C (2,2-Dimethylpropionic acid [3-(2,2-dimethylpropionyloxymethyl)-2,6-dioxo-2,3,6,7-tetrahydropurin-1-yl]methyl ester), C(=O)C1=C(C=CC=C1)B(O)O (2-formylphenylboronic acid), N1=CC=CC=C1 (pyridine). Reagents/catalysts: C(C)(=O)[O-].[Cu+2].C(C)(=O)[O-] (copper(II) acetate). Solvent: CN(C=O)C (N,N-dimethylformamide), C(C)(=O)OCC (ethyl acetate). Conditions: time 37 hour. The product is CC(C(=O)OCN1C(N(C=2N=CN(C2C1=O)C1=C(C=CC=C1)C=O)COC(C(C)(C)C)=O)=O)(C)C (2,2-Dimethylpropionic acid [1−(2,2-dimethylpropionyloxymethyl)-7-(2-formylphenyl)-2,6-dioxo-1,2,6,7-tetrahydropurin-3-yl]methyl ester). Isolated yield 31.7%. RXN SMILES: [CH3:1][C:2]([CH3:27])([CH3:26])[C:3]([O:5][CH2:6][N:7]1[C:15]2[N:14]=[CH:13][NH:12][C:11]=2[C:10](=[O:16])[N:9]([CH2:17][O:18][C:19](=[O:24])[C:20]([CH3:23])([CH3:22])[CH3:21])[C:8]1=[O:25])=[O:4].[CH:28]([C:30]1[CH:35]=[CH:34][CH:33]=[CH:32][C:31]=1B(O)O)=[O:29].N1C=CC=CC=1>CN(C)C=O.C(OCC)(=O)C.C([O-])(=O)C.[Cu+2].C([O-])(=O)C>[CH3:22][C:20]([CH3:21])([CH3:23])[C:19]([O:18][CH2:17][N:9]1[C:10](=[O:16])[C:11]2[N:12]([C:31]3[CH:32]=[CH:33][CH:34]=[CH:35][C:30]=3[CH:28]=[O:29])[CH:13]=[N:14][C:15]=2[N:7]([CH2:6][O:5][C:3](=[O:4])[C:2]([CH3:27])([CH3:26])[CH3:1])[C:8]1=[O:25])=[O:24] |f:5.6.7|. Reported procedure: 2,2-Dimethylpropionic acid [3-(2,2-dimethylpropionyloxymethyl)-2,6-dioxo-2,3,6,7-tetrahydropurin-1-yl]methyl ester (10.2 g), 2-formylphenylboronic acid (8.04 g), and copper(II) acetate (7.30 g) were suspended in N,N-dimethylformamide (50 ml), pyridine (4.34 ml) was added thereto, and the mixture was stirred at room temperature for 37 hours. The reaction mixture was diluted with ethyl acetate; and washed with water. The organic layer was dried over anhydrous magnesium sulfate and filtered. The fi... Conditions: temperature 144 celsius, time 3 day. The reactants are [N+](=O)([O-])C1=CC=C(C=C1)F (4-nitrofluorobenzene), [C@H]1(CC[C@H](CC1)N)N (trans-1,4-cyclohexanediamine), C([O-])([O-])=O.[K+].[K+] (potassium carbonate). Isolated yield 82.0%. Procedure: A N,N-dimethylacetamide (30 ml) solution containing 4-nitrofluorobenzene (1.69 g) and trans-1,4-cyclohexanediamine (4.1 g) was stirred at 144° C. for 3 days. After cooling, an aqueous saturated potassium carbonate solution was added to the reaction solution, and the reaction mixture was extracted with ethyl acetate. The extract was dried over anhydrous potassium carbonate, and then, the solvent was removed under reduced pressure. The residue was purified by silica gel flash column chromatography... The solvent is CN(C(C)=O)C (N,N-dimethylacetamide). Yields the product [N+](=O)([O-])C1=CC=C(C=C1)N[C@@H]1CC[C@H](CC1)N (trans-N-(4-nitrophenyl)-1,4-cyclohexanediamine). Reaction SMILES: [N+:1]([C:4]1[CH:9]=[CH:8][C:7](F)=[CH:6][CH:5]=1)([O-:3])=[O:2].[C@H:11]1([NH2:18])[CH2:16][CH2:15][C@H:14]([NH2:17])[CH2:13][CH2:12]1.C(=O)([O-])[O-].[K+].[K+]>CN(C)C(=O)C>[N+:1]([C:4]1[CH:9]=[CH:8][C:7]([NH:17][C@H:14]2[CH2:15][CH2:16][C@H:11]([NH2:18])[CH2:12][CH2:13]2)=[CH:6][CH:5]=1)([O-:3])=[O:2] |f:2.3.4|. Starting materials: N#Cc1ccc(Cn2cncc2CCl)cc1, CCN(C(C)C)C(C)C, SCC1CCCN(CC(c2ccccc2)c2ccccc2)C1. Product: N#Cc1ccc(Cn2cncc2CCSCC2CCCN(CC(c3ccccc3)c3ccccc3)C2)cc1. Reaction SMILES: [C:23](#[N:24])[c:25]1[cH:26][cH:27][c:28]([CH2:29][n:30]2[cH:31][n:32][cH:33][c:34]2[CH2:35][Cl:36])[cH:37][cH:38]1.[CH:39]([N:40]([CH:41]([CH3:42])[CH3:43])[CH2:44][CH3:45])([CH3:46])[CH3:47].[c:1]1([CH:7]([CH2:8][N:9]2[CH2:10][CH:11]([CH2:15][SH:16])[CH2:12][CH2:13][CH2:14]2)[c:17]2[cH:18][cH:19][cH:20][cH:21][cH:22]2)[cH:2][cH:3][cH:4][cH:5][cH:6]1>>[c:1]1([CH:7]([CH2:8][N:9]2[CH2:10][CH:11]([CH2:15][S:16][CH2:39][CH2:35][c:34]3[n:30]([CH2:29][c:28]4[cH:27][cH:26][c:25]([C:23]#[N:24])[cH:38][cH:37]4)[cH:31][n:32][cH:33]3)[CH2:12][CH2:13][CH2:14]2)[c:17]2[cH:18][cH:19][cH:20][cH:21][cH:22]2)[cH:2][cH:3][cH:4][cH:5][cH:6]1. Starting materials: O=[Ce]=O (ceria), O=C1C(O)=C(O)[C@H](O1)[C@@H](O)CO (ascorbic acid), ( g ), O=[Ce]=O (ceria). The product is O=[Ce]=O.O=C1C(O)=C(O)[C@H](O1)[C@@H](O)CO (ceria ascorbic acid). As a reaction SMILES: [O:1]=[Ce:2]=[O:3].[O:4]=[C:5]1[O:11][C@H:10]([C@H:12]([CH2:14][OH:15])[OH:13])[C:8]([OH:9])=[C:6]1[OH:7]>>[O:1]=[Ce:2]=[O:3].[O:4]=[C:5]1[O:11][C@H:10]([C@H:12]([CH2:14][OH:15])[OH:13])[C:8]([OH:9])=[C:6]1[OH:7] |f:2.3|. Procedure details: In these examples, an insoluble adduct of ceria and antioxidant was first formed followed by dissolution in a basic solution. In one example, 1.0 gram (g) of a yellow solid ceria precipitate was added to 50 milliliters (ml) of a 5% (w/w) ascorbic acid aqueous solution. A darker colored precipitate, i.e., an insoluble ceria-ascorbic acid adduct, was formed. The ceria-ascorbic acid adduct was isolated and then readily dissolved in a number of basic solutions as described below. Starting materials: C(C)C1=C(NOC1=O)CCC (4-ethyl-3-propyl-5(2H)-isoxazolone), O=C(OC(Cl)(Cl)Cl)Cl (diphosgene). Solvent: ClCCl (dichloromethane). Reaction conditions: temperature 0 celsius, time 6 hour. Yields the product C(C)C1=C(N(OC1=O)C(=O)Cl)CCC (4-Ethyl-3-propyl-2-(chloro-carbonyl)-5(2H)-isoxazolone). As a reaction SMILES: [CH2:1]([C:3]1[C:7](=[O:8])[O:6][NH:5][C:4]=1[CH2:9][CH2:10][CH3:11])[CH3:2].O=C(Cl)[O:14][C:15](Cl)(Cl)[Cl:16]>ClCCl>[CH2:1]([C:3]1[C:7](=[O:8])[O:6][N:5]([C:15]([Cl:16])=[O:14])[C:4]=1[CH2:9][CH2:10][CH3:11])[CH3:2]. Procedure: At 0° C., 15 g (96.65 mmol) of 4-ethyl-3-propyl-5(2H)-isoxazolone in 150 ml of dichloromethane are admixed with 27.81 g (144.98 mmol) of diphosgene, and the mixture is then stirred at 0° C. for 6 h. To remove excess phosgene, argon was passed through the reaction mixture at RT for 1 h, the exhaust gas being neutralized by sodium hydroxide. The solution was concentrated and the product was distilled under reduced pressure. B.p.mbar 125-30° C. Reactants: NC1=C(C=CC=C1)C1NC2=CC=C(C=C2C(C1)(C)C)C#N (2-(2-aminophenyl)-4,4-dimethyl-1,2,3,4-tetrahydroquinoline-6-carbonitrile), C1(=CC=CC=C1)S(=O)(=O)Cl (benzenesulfonyl chloride). RXN SMILES: [NH2:1][C:2]1[CH:7]=[CH:6][CH:5]=[CH:4][C:3]=1[CH:8]1[CH2:17][C:16]([CH3:19])([CH3:18])[C:15]2[C:10](=[CH:11][CH:12]=[C:13]([C:20]#[N:21])[CH:14]=2)[NH:9]1.[C:22]1([S:28](Cl)(=[O:30])=[O:29])[CH:27]=[CH:26][CH:25]=[CH:24][CH:23]=1>N1C=CC=CC=1.O>[C:20]([C:13]1[CH:14]=[C:15]2[C:10](=[CH:11][CH:12]=1)[NH:9][CH:8]([C:3]1[CH:4]=[CH:5][CH:6]=[CH:7][C:2]=1[NH:1][S:28]([C:22]1[CH:27]=[CH:26][CH:25]=[CH:24][CH:23]=1)(=[O:30])=[O:29])[CH2:17][C:16]2([CH3:18])[CH3:19])#[N:21]. Reported procedure: To a solution of 2-(2-aminophenyl)-4,4-dimethyl-1,2,3,4-tetrahydroquinoline-6-carbonitrile (500 mg, 1.8 mmol) in pyridine (3 mL) was added benzenesulfonyl chloride (230 μL, 1.8 mmol) at ice-bath under nitrogen. After addition, the resulting mixture was stirred at room temperature for 3 h. The reaction mixture was diluted with water, and extracted with ethyl acetate. The combined organic layer was dried over anhydrous sodium sulfate, concentrated. The residue was purified by HPLC to give N-[2-(6-... Run at time 3 hour. Yields the product C(#N)C=1C=C2C(CC(NC2=CC1)C1=C(C=CC=C1)NS(=O)(=O)C1=CC=CC=C1)(C)C (N-[2-(6-cyano-4,4-dimethyl-1,2,3,4-tetrahydro-quinolin-2-yl)-phenyl]-benzenesulfonamide). Solvent: O (water), N1=CC=CC=C1 (pyridine).